From a dataset of the Open Reaction Database (ORD), a public repository of structured organic reaction records. describe an organic reaction: reactants, conditions, products, and yield Reaction SMILES: [CH2:21]([CH2:22][O:23][CH3:24])[O:25][CH3:26].[Cl:10][c:11]1[cH:12][cH:13][c:14]([C:15](=[O:16])[Cl:17])[cH:18][cH:19]1.[Cl:1][c:2]1[cH:3][cH:4][c:5]([CH2:6][Br:7])[cH:8][cH:9]1.[Zn:20]>>[Cl:1][c:2]1[cH:3][cH:4][c:5]([CH2:6][C:15]([c:14]2[cH:13][cH:12][c:11]([Cl:10])[cH:19][cH:18]2)=[O:16])[cH:8][cH:9]1. Starting materials: COCCOC, O=C(Cl)c1ccc(Cl)cc1, Clc1ccc(CBr)cc1, [Zn]. Yields the product O=C(Cc1ccc(Cl)cc1)c1ccc(Cl)cc1. The reactants are O=C1N(CCC1)C(=O)OC(C)(C)C (tert-butyl 2-oxopyrrolidine-1-carboxylate), FC=1C=C(C=CC1)[Mg]Br ((3-fluorophenyl)magnesium bromide). Solvent: C1CCOC1 (THF). Reaction conditions: temperature -78 celsius, time 3 hour. The product is FC=1C=C(C=CC1)C(CCCNC(OC(C)(C)C)=O)=O (tert-butyl 4-(3-fluorophenyl)-4-oxobutylcarbamate). As a reaction SMILES: [O:1]=[C:2]1[CH2:6][CH2:5][CH2:4][N:3]1[C:7]([O:9][C:10]([CH3:13])([CH3:12])[CH3:11])=[O:8].[F:14][C:15]1[CH:16]=[C:17]([Mg]Br)[CH:18]=[CH:19][CH:20]=1>C1COCC1>[F:14][C:15]1[CH:20]=[C:19]([C:2](=[O:1])[CH2:6][CH2:5][CH2:4][NH:3][C:7](=[O:8])[O:9][C:10]([CH3:13])([CH3:12])[CH3:11])[CH:18]=[CH:17][CH:16]=1. Reported procedure: In a round-bottomed flask was charged tert-butyl 2-oxopyrrolidine-1-carboxylate (2.2 g, 11.9 mmol) and THF (25 mL). The mixture was cooled down to −78° C. first, followed by slow addition of (3-fluorophenyl)magnesium bromide (17.8 mL, 17.8 mmol, 1.0 M solution in THF) over 15 minutes. The mixture was stirred for 3 hours, during which time the bath temperature rose from −78° C. to −10° C. The reaction was quenched by drop-wise addition of 1N HCl (2 mL) and warmed up to ambient temperature, follow... The reactants are [H-].[Al+3].[Li+].[H-].[H-].[H-] (lithium aluminium hydride), [H-].[Al+3].[Li+].[H-].[H-].[H-] (lithium aluminium hydride), Cl (hydrochloric acid), ice, COC1=CC(=C(C=C1)C(CC1=CC=C(C=C1)OC)=O)SC (1-(4-methoxy-2-methylthiophenyl)-2-(4-methoxyphenyl)ethanon), [OH-] (hydroxide). Run in O (water), CCOCC (ether), CCOCC (ether). Yields the product COC1=CC(=C(C=C1)C(CC1=CC=C(C=C1)OC)O)SC (1-(4methoxy-2-methylthiphenyl)-2-(4-methoxyphenyl)ethanol). As a reaction SMILES: [H-].[Al+3].[Li+].[H-].[H-].[H-].[CH3:7][O:8][C:9]1[CH:14]=[CH:13][C:12]([C:15](=[O:25])[CH2:16][C:17]2[CH:22]=[CH:21][C:20]([O:23][CH3:24])=[CH:19][CH:18]=2)=[C:11]([S:26][CH3:27])[CH:10]=1.Cl.[OH-]>CCOCC.O>[CH3:7][O:8][C:9]1[CH:14]=[CH:13][C:12]([CH:15]([OH:25])[CH2:16][C:17]2[CH:22]=[CH:21][C:20]([O:23][CH3:24])=[CH:19][CH:18]=2)=[C:11]([S:26][CH3:27])[CH:10]=1 |f:0.1.2.3.4.5|. Procedure details: 0.3 g (7.9 mmol) lithium aluminium hydride is placed in 50.0 ml absolute ether and cooled in the ice bath to 0°-5° C. 1-(4-methoxy-2-methylthiophenyl)-2-(4-methoxyphenyl)ethanon (71) (6.9 mml) is dissolved in absolute ether and slowly added dropwise to the lithium aluminium hydride suspension. Following that it is heated for one hour to boiling point. After cooling, it is hydrolysed carefully with water, and acidified with dilute hydrochloric acid, until all the alumuinium hydroxide has gone int... The reactants are Cl.OC=1C=C(CCN)C=CC1O (3,4-dihydroxyphenethylamine hydrochloride), C(C)OC(COC1=CC=NC=C1)OCC ((4-pyridyl)oxyacetaldehyde diethyl acetal), Cl (hydrochloric acid). Solvent: C(CCC)O (n-butanol), C(CCC)O (n-butanol). Yields the product Cl.Cl.N1=CC=C(C=C1)OCC1NCCC2=CC(=C(C=C12)O)O (1-(4-pyridyl)oxymethyl-6,7-dihydroxy-1,2,3,4-tetrahydroisoquinoline dihydrochloride). Yield: 215.2%. As a reaction SMILES: [ClH:1].[OH:2][C:3]1[CH:4]=[C:5]([CH:9]=[CH:10][C:11]=1[OH:12])[CH2:6][CH2:7][NH2:8].C(O[CH:16](OCC)[CH2:17][O:18][C:19]1[CH:24]=[CH:23][N:22]=[CH:21][CH:20]=1)C.Cl>C(O)CCC>[ClH:1].[ClH:1].[N:22]1[CH:23]=[CH:24][C:19]([O:18][CH2:17][CH:16]2[C:9]3[C:5](=[CH:4][C:3]([OH:2])=[C:11]([OH:12])[CH:10]=3)[CH2:6][CH2:7][NH:8]2)=[CH:20][CH:21]=1 |f:0.1,5.6.7|. Procedure: A mixture of 3,4-dihydroxyphenethylamine hydrochloride (2.4 g), (4-pyridyl)oxyacetaldehyde diethyl acetal (3.7 g), n-butanol (40 ml) and 1 N-hydrochloric acid (20 ml) was refluxed for 15 hours under stirring. After the reaction, n-butanol was distilled off from the reaction mixture under reduced pressure. The residue was dissolved in water, and the solution was washed twice with chloroform and once with ether. The aqueous layer was concentrated, and the oily residue was allowed to stand to give ...